Dataset: the Open Reaction Database (ORD), a public repository of structured organic reaction records. Task: describe an organic reaction: reactants, conditions, products, and yield Reactants: COc1ccc2c(Nc3c(Cl)cncc3Cl)cc(=O)oc2c1OCCCCCBr, CN1CCNCC1, CS(C)=O, [K+], [K+], O=C([O-])[O-]. The product is COc1ccc2c(Nc3c(Cl)cncc3Cl)cc(=O)oc2c1OCCCCCN1CCN(C)CC1. As a reaction SMILES: [Br:8][CH2:9][CH2:10][CH2:11][CH2:12][CH2:13][O:14][c:15]1[c:16]([O:35][CH3:36])[cH:17][cH:18][c:19]2[c:20]([NH:26][c:27]3[c:28]([Cl:34])[cH:29][n:30][cH:31][c:32]3[Cl:33])[cH:21][c:22](=[O:25])[o:23][c:24]12.[CH3:1][N:2]1[CH2:3][CH2:4][NH:5][CH2:6][CH2:7]1.[CH3:43][S:44]([CH3:45])=[O:46].[K+:37].[K+:38].[O-:39][C:40]([O-:41])=[O:42]>>[CH3:1][N:2]1[CH2:3][CH2:4][N:5]([CH2:9][CH2:10][CH2:11][CH2:12][CH2:13][O:14][c:15]2[c:16]([O:35][CH3:36])[cH:17][cH:18][c:19]3[c:20]([NH:26][c:27]4[c:28]([Cl:34])[cH:29][n:30][cH:31][c:32]4[Cl:33])[cH:21][c:22](=[O:25])[o:23][c:24]23)[CH2:6][CH2:7]1. Reactants: 19.4, C(C)(CC)C1=CC=C(C(C(=O)O)=C1)O (5-sec-butylsalicylic acid), C1(=CC=CC=C1)C (toluene), C=O (paraformaldehyde), S(O)(O)(=O)=O (sulfuric acid). Solvent: C(C)(=O)O (acetic acid). Yields the product 31, C(C)(CC)C1=CC=C(C(C(=O)O)=C1)O.C=1(C(=CC=CC1)C=O)C (5-sec-butylsalicylic acid toluene-formaldehyde). Reaction SMILES: [CH:1]([C:5]1[CH:13]=[C:9]([C:10]([OH:12])=[O:11])[C:8]([OH:14])=[CH:7][CH:6]=1)([CH2:3][CH3:4])[CH3:2].[C:15]1([CH3:21])[CH:20]=[CH:19][CH:18]=[CH:17][CH:16]=1.[CH2:22]=[O:23].S(=O)(=O)(O)O>C(O)(=O)C>[CH:1]([C:5]1[CH:13]=[C:9]([C:10]([OH:12])=[O:11])[C:8]([OH:14])=[CH:7][CH:6]=1)([CH2:3][CH3:4])[CH3:2].[C:15]1([CH3:21])[C:16]([CH:22]=[O:23])=[CH:17][CH:18]=[CH:19][CH:20]=1 |f:5.6|. Reported procedure: To a mixture of 19.4 parts of 5-sec-butylsalicylic acid, 18.4 parts of toluene, 3.8 parts of 87% paraformaldehyde and 30 parts of acetic acid was added 2.0 parts of 95% sulfuric acid (catalyst). After being heated under reflux for 4 hours, the reaction mixture was washed with water, and unreacted toluene and water were removed by vacuum distillation to give 31 parts of 5-sec-butylsalicylic acid-toluene-formaldehyde co-condensation product. 10 parts of the co-condensation product was added to 14 ... Reactants: NCC(=O)O (glycine), C1(CCCCC1)=O (cyclohexanone), C(C)O (ethanol). Reagents/catalysts: [Pd] (Pd). The solvent is O (water). The product is C1(CCCCC1)NCC(=O)O (N-Cyclohexyl Glycine). As a reaction SMILES: [NH2:1][CH2:2][C:3]([OH:5])=[O:4].[C:6]1(=O)[CH2:11][CH2:10][CH2:9][CH2:8][CH2:7]1.C(O)C>O.[Pd]>[CH:6]1([NH:1][CH2:2][C:3]([OH:5])=[O:4])[CH2:11][CH2:10][CH2:9][CH2:8][CH2:7]1. Reported procedure: 338 g of glycine (4.5 mols) is dissolved in 1.5 liters of deionized water. The solution is put into a 1-gallon autoclave. 25 g of 10% Pd on C, 551 g of cyclohexanone (5.6 mols) and 500 ml of ethanol are added. Hydrogenation is carried out at 60° C. between 56.2 and 70.3 kg/cm2. In the course of three hours a pressure drop corresponding to 98.4 kg/cm2 is observed. The reactants are CC1=C(C=C(C=C1)O)[N+](=O)[O-] (4-Methyl-3-nitrophenol), Cl.ClCCN(C)C (1-chloro-2-dimethylaminoethane hydrochloride), C(=O)([O-])[O-].[K+].[K+] (K2CO3). Solvent: CC(CC)=O (2-butanone). Product: CN(CCOC1=CC(=C(C=C1)C)[N+](=O)[O-])C (N,N-dimethyl-2-[(4-methyl-3-nitrophenyl)oxy]ethanamine). Isolated yield 89.2%. As a reaction SMILES: [CH3:1][C:2]1[CH:7]=[CH:6][C:5]([OH:8])=[CH:4][C:3]=1[N+:9]([O-:11])=[O:10].Cl.Cl[CH2:14][CH2:15][N:16]([CH3:18])[CH3:17].C([O-])([O-])=O.[K+].[K+]>CC(=O)CC>[CH3:17][N:16]([CH3:18])[CH2:15][CH2:14][O:8][C:5]1[CH:6]=[CH:7][C:2]([CH3:1])=[C:3]([N+:9]([O-:11])=[O:10])[CH:4]=1 |f:1.2,3.4.5|. Reported procedure: 4-Methyl-3-nitrophenol (2.0 g, 13 mmol), 1-chloro-2-dimethylaminoethane hydrochloride (3.8 g, 26 mmol), and K2CO3 (5.4 g, 39 mmol) were added to 2-butanone (30 mL). The mixture was refluxed for 12 h after which TLC analysis revealed consumption of the starting phenol. The reaction was cooled, diluted with saturated NH4Cl, and extracted with EtOAc. The organic layers were dried (Mg2SO4), filtered, concentrated, and purified via flash silica gel chromatography to afford the title compound (2.6 g, ... The reactants are Br, C=Cc1ccc2ccccc2c1, ClC(Cl)Cl, [NH2-], N, [Na]. Product: C#Cc1ccc2ccccc2c1. Reaction SMILES: [Br:13].[CH2:1]=[CH:2][c:3]1[cH:4][cH:5][c:6]2[cH:7][cH:8][cH:9][cH:10][c:11]2[cH:12]1.[CH:17]([Cl:18])([Cl:19])[Cl:20].[NH2-:16].[NH3:14].[Na:15]>>[CH:1]#[C:2][c:3]1[cH:4][cH:5][c:6]2[cH:7][cH:8][cH:9][cH:10][c:11]2[cH:12]1. Reactants: CC1=NC(=C(C(N1)=O)[N+](=O)[O-])N1CCC2=C(CC1)C=CS2 (2-Methyl-5-nitro-6-(4,5,7,8-tetrahydro-thieno[2.3-d]azepin-6-yl)-3H-pyrimidin-4-one), C(C)Br (ethyl bromide), C([O-])([O-])=O.[K+].[K+] (potassium carbonate). The solvent is CN(C=O)C (N,N-dimethylformamide). Product: C(C)OC1=C(C(=NC(=N1)C)N1CCC2=C(CC1)C=CS2)[N+](=O)[O-] (6-(6-ethoxy-2-methyl-5-nitro-pyrimidin-4-yl)-5,6,7,8-tetrahydro-4H-thieno[2,3-d]azepine). As a reaction SMILES: [CH3:1][C:2]1[NH:7][C:6](=[O:8])[C:5]([N+:9]([O-:11])=[O:10])=[C:4]([N:12]2[CH2:18][CH2:17][C:16]3[CH:19]=[CH:20][S:21][C:15]=3[CH2:14][CH2:13]2)[N:3]=1.[CH2:22](Br)[CH3:23].C(=O)([O-])[O-].[K+].[K+]>CN(C)C=O>[CH2:22]([O:8][C:6]1[N:7]=[C:2]([CH3:1])[N:3]=[C:4]([N:12]2[CH2:18][CH2:17][C:16]3[CH:19]=[CH:20][S:21][C:15]=3[CH2:14][CH2:13]2)[C:5]=1[N+:9]([O-:11])=[O:10])[CH3:23] |f:2.3.4|. Procedure: In analogy to the procedure described in example 2 2-methyl-5-nitro-6-(4,5,7,8-tetrahydro-thieno[2,3-d]azepin-6-yl)-3H-pyrimidin-4-one (example 9) was treated with ethyl bromide in N,N-dimethylformamide in the presence of potassium carbonate at room temperature to yield 6-(6-ethoxy-2-methyl-5-nitro-pyrimidin-4-yl)-5,6,7,8-tetrahydro-4H-thieno[2,3-d]azepine as light yellow amorphous solid; MS: [M+H]+=335; and 3-ethyl-2-methyl-5-nitro-6-(4,5,7,8-tetrahydro-thieno[2,3-d]azepin-6-yl)-3H-pyrimidin-4-... Reactants: O=[N+]([O-])c1ccc(F)c(Cl)c1, [H-], [Na+], CN(C)C=O, N#Cc1ccc2nc(S)sc2c1. Yields the product N#Cc1ccc2nc(Sc3ccc([N+](=O)[O-])cc3Cl)sc2c1. Reaction SMILES: [Cl:13][c:14]1[c:15]([F:23])[cH:16][cH:17][c:18]([N+:20](=[O:21])[O-:22])[cH:19]1.[H-:25].[Na+:24].[O:26]=[CH:27][N:28]([CH3:29])[CH3:30].[SH:1][c:2]1[s:3][c:4]2[c:5]([n:6]1)[cH:7][cH:8][c:9]([C:11]#[N:12])[cH:10]2>>[S:1]([c:2]1[s:3][c:4]2[c:5]([n:6]1)[cH:7][cH:8][c:9]([C:11]#[N:12])[cH:10]2)[c:15]1[c:14]([Cl:13])[cH:19][c:18]([N+:20](=[O:21])[O-:22])[cH:17][cH:16]1. Starting materials: O=C([O-])[O-], O=CC1(COCc2ccccc2)CCC2(CC1)OCCO2, CC(C)C(=O)C(=[N+]=[N-])P(=O)([O-])[O-], CO, [K+], [K+]. The product is C#CC1(COCc2ccccc2)CCC2(CC1)OCCO2. RXN SMILES: [C:22](=[O:23])([O-:24])[O-:25].[CH2:1]([c:2]1[cH:3][cH:4][cH:5][cH:6][cH:7]1)[O:8][CH2:9][C:10]1([CH:20]=[O:21])[CH2:11][CH2:12][C:13]2([O:14][CH2:15][CH2:16][O:17]2)[CH2:18][CH2:19]1.[CH3:28][CH:29]([CH3:30])[C:31](=[O:32])[C:33]([P:34](=[O:35])([O-:36])[O-:37])=[N+:38]=[N-:39].[CH3:40][OH:41].[K+:26].[K+:27]>>[CH2:1]([c:2]1[cH:3][cH:4][cH:5][cH:6][cH:7]1)[O:8][CH2:9][C:10]1([C:20]#[CH:22])[CH2:11][CH2:12][C:13]2([O:14][CH2:15][CH2:16][O:17]2)[CH2:18][CH2:19]1. Starting materials: N1C=C(C=C1)C=1SC=CN1 (2-(1H-pyrrol-3-yl)-1,3-thiazole), N1=CC=CC2=CC=C3C=CC=NC3=C12 (1,10-phenanthroline), P(=O)([O-])([O-])[O-].[K+].[K+].[K+] (potassium phosphate). Reagents/catalysts: [Cu]I (copper(I) iodide). As a reaction SMILES: [NH:1]1[CH:5]=[CH:4][C:3]([C:6]2[S:7][CH:8]=[CH:9][N:10]=2)=[CH:2]1.N1C2[C:15](=[CH:16][CH:17]=[C:18]3[C:23]=2[N:22]=[CH:21][CH:20]=[CH:19]3)[CH:14]=[CH:13][CH:12]=1.P([O-])([O-])([O-])=O.[K+].[K+].[K+]>O1CCOCC1.[Cu]I>[S:7]1[CH:8]=[CH:9][N:10]=[C:6]1[C:3]1[CH:4]=[CH:5][N:1]([C:15]2[CH:16]=[C:17]([C:18]3[CH:23]=[N:22][CH:21]=[CH:20][CH:19]=3)[CH:12]=[CH:13][CH:14]=2)[CH:2]=1 |f:2.3.4.5|. Solvent: O1CCOCC1 (dioxane). The product is S1C(=NC=C1)C1=CN(C=C1)C=1C=C(C=CC1)C=1C=NC=CC1 (3-{3-[3-(1,3-thiazol-2-yl)-1H-pyrrol-1-yl]phenyl}pyridine). Procedure: A solution of 2-(1H-pyrrol-3-yl)-1,3-thiazole (0.100 g, 0.67 mmol) 3-(3-iodophenyl)pyridine (0.224 g, 0.8 mmol), copper(I) iodide (0.038 g, 0.2 mmol), 1,10-phenanthroline (0.360 g, 2 mmol), potassium phosphate (0.440 g, 2.0 mmol) in dioxane (2 mL) was heated at 220° C. for ½ hr under microwave irradiation. The reaction mixture was quenched with H2O (30 mL), then extracted with EtOAc (3×30 mL) and the combined organic extracts washed with brine. The organic phase was dried over Na2SO4 and concent... The reactants are C(CCCCCCCCC)[Al](CCCCCCCCCC)CCCCCCCCCC (Tri-n-decyl aluminum), CI (methyl iodide), [Cl-].C(C)[Al+]CC (diethylaluminum chloride). The product is C(C)I (ethyl iodide), [Cl-].C[Al+]C (dimethylaluminum chloride), [Cl-].C(C)[Al+]C (ethylmethylaluminum chloride). Yield: 38.0%. As a reaction SMILES: [CH2:1]([Al:11](CCCCCCCC[CH2:30][CH3:31])[CH2:12]CCCCCCCCC)CCCCCCCCC.C[I:33].[Cl-:34].[CH2:35]([Al+:37][CH2:38]C)[CH3:36]>>[CH2:30]([I:33])[CH3:31].[Cl-:34].[CH3:1][Al+:11][CH3:12].[Cl-:34].[CH2:35]([Al+:37][CH3:38])[CH3:36] |f:2.3,5.6,7.8|. Reported procedure: Tri-n-decyl aluminum was reacted with methyl iodide in the presence of an excess of diethylaluminum chloride at 60° C. and yielded about 38% ethyl iodide and dimethylaluminum chloride and/or ethylmethylaluminum chloride.